Task: describe an organic reaction: reactants, conditions, products, and yield. Dataset: the Open Reaction Database (ORD), a public repository of structured organic reaction records Reactants: CC(C)(C)OC(=O)N(C(=O)OC(C)(C)C)C(CCCN(CCNC(=O)OCc1ccccc1)CCNC(=O)OCc1ccccc1)C(=O)O, O=C(O)C(F)(F)F. Yields the product NC(CCCN(CCNC(=O)OCc1ccccc1)CCNC(=O)OCc1ccccc1)C(=O)O. As a reaction SMILES: [CH2:1]([c:2]1[cH:3][cH:4][cH:5][cH:6][cH:7]1)[O:8][C:9](=[O:10])[NH:11][CH2:12][CH2:13][N:14]([CH2:15][CH2:16][CH2:17][CH:18]([C:19](=[O:20])[OH:21])[N:22]([C:23]([O:24][C:25]([CH3:26])([CH3:27])[CH3:28])=[O:29])[C:30]([O:31][C:32]([CH3:33])([CH3:34])[CH3:35])=[O:36])[CH2:37][CH2:38][NH:39][C:40](=[O:41])[O:42][CH2:43][c:44]1[cH:45][cH:46][cH:47][cH:48][cH:49]1.[F:50][C:51]([F:52])([F:53])[C:54]([OH:55])=[O:56]>>[CH2:1]([c:2]1[cH:3][cH:4][cH:5][cH:6][cH:7]1)[O:8][C:9](=[O:10])[NH:11][CH2:12][CH2:13][N:14]([CH2:15][CH2:16][CH2:17][CH:18]([C:19](=[O:20])[OH:21])[NH2:22])[CH2:37][CH2:38][NH:39][C:40](=[O:41])[O:42][CH2:43][c:44]1[cH:45][cH:46][cH:47][cH:48][cH:49]1.